Dataset: the Open Reaction Database (ORD), a public repository of structured organic reaction records. Task: describe an organic reaction: reactants, conditions, products, and yield Reactants: O=C([O-])[O-], CC(=O)[O-], CC(=O)[O-], COC(=O)c1cc(F)cc2c1NC(c1cccc(Br)c1)C(C)(C)C2, Cc1ccccc1, Cl, [Cs+], [Cs+], [Pd+2], Cc1ccccc1N1CCNCC1. Product: COC(=O)c1cc(F)cc2c1NC(c1cccc(N3CCN(c4ccccc4C)CC3)c1)C(C)(C)C2. As a reaction SMILES: [C:25](=[O:26])([O-:27])[O-:28].[C:52]([O-:53])(=[O:54])[CH3:55].[C:57]([O-:58])(=[O:59])[CH3:60].[CH3:1][O:2][C:3](=[O:4])[c:5]1[cH:6][c:7]([F:24])[cH:8][c:9]2[c:14]1[NH:13][CH:12]([c:15]1[cH:16][c:17]([Br:21])[cH:18][cH:19][cH:20]1)[C:11]([CH3:22])([CH3:23])[CH2:10]2.[CH3:45][c:46]1[cH:47][cH:48][cH:49][cH:50][cH:51]1.[ClH:31].[Cs+:29].[Cs+:30].[Pd+2:56].[c:32]1([CH3:44])[c:33]([N:38]2[CH2:39][CH2:40][NH:41][CH2:42][CH2:43]2)[cH:34][cH:35][cH:36][cH:37]1>>[CH3:1][O:2][C:3](=[O:4])[c:5]1[cH:6][c:7]([F:24])[cH:8][c:9]2[c:14]1[NH:13][CH:12]([c:15]1[cH:16][c:17]([N:41]3[CH2:40][CH2:39][N:38]([c:33]4[c:32]([CH3:44])[cH:37][cH:36][cH:35][cH:34]4)[CH2:43][CH2:42]3)[cH:18][cH:19][cH:20]1)[C:11]([CH3:22])([CH3:23])[CH2:10]2.